From a dataset of the Open Reaction Database (ORD), a public repository of structured organic reaction records. describe an organic reaction: reactants, conditions, products, and yield Run in CS(=O)C (DMSO). The product is COC(=O)C1=CC2=C(N=C(N2)C2=C(C=CC=C2C(F)(F)F)Cl)C=C1 (2-(2-chloro-6-trifluoromethylphenyl)-3H-benzoimidazole-5-carboxylic acid methyl ester). Procedure: To a stirred solution of 2-chloro-6-trifluoromethylbenzaldehyde (270 mg, 1.3 mmol) and 3,4-diaminobenzoic acid methyl ester (216 mg, 1.3 mmol) in DMSO (10 mL) was added Yb(OTf)3 (161 mg, 0.26 mmol) and the solution was stirred at ambient temperature overnight. The reaction was quenched with water and the aqueous layer was extracted with EtOAc. The organic layer was washed with water, brine, dried with MgSO4, and filtered. The solvent was removed under reduced pressure to give 2-(2-chloro-6-trifl... Reaction conditions: time 8 hour. Starting materials: ClC1=C(C=O)C(=CC=C1)C(F)(F)F (2-chloro-6-trifluoromethylbenzaldehyde), COC(C1=CC(=C(C=C1)N)N)=O (3,4-diaminobenzoic acid methyl ester), C(F)(F)(F)S(=O)(=O)[O-].C(F)(F)(F)S(=O)(=O)[O-].C(F)(F)(F)S(=O)(=O)[O-].[Yb+3] (Yb(OTf)3). As a reaction SMILES: [Cl:1][C:2]1[CH:9]=[CH:8][CH:7]=[C:6]([C:10]([F:13])([F:12])[F:11])[C:3]=1[CH:4]=O.[CH3:14][O:15][C:16](=[O:25])[C:17]1[CH:22]=[CH:21][C:20]([NH2:23])=[C:19]([NH2:24])[CH:18]=1.C(S([O-])(=O)=O)(F)(F)F.C(S([O-])(=O)=O)(F)(F)F.C(S([O-])(=O)=O)(F)(F)F.[Yb+3]>CS(C)=O>[CH3:14][O:15][C:16]([C:17]1[CH:22]=[CH:21][C:20]2[N:23]=[C:4]([C:3]3[C:6]([C:10]([F:13])([F:12])[F:11])=[CH:7][CH:8]=[CH:9][C:2]=3[Cl:1])[NH:24][C:19]=2[CH:18]=1)=[O:25] |f:2.3.4.5|. The reactants are O=C([O-])[O-], COCCOC, [Cl-], [Cs+], [Cs+], [NH4+], O=C1CCCc2c(OS(=O)(=O)C(F)(F)F)cc(OS(=O)(=O)C(F)(F)F)cc21. The product is O=C1CCCc2c(O)cc(OS(=O)(=O)C(F)(F)F)cc21. As a reaction SMILES: [C:28](=[O:29])([O-:30])[O-:31].[CH2:34]([CH2:35][O:36][CH3:37])[O:38][CH3:39].[Cl-:40].[Cs+:32].[Cs+:33].[NH4+:41].[O:1]=[C:2]1[CH2:3][CH2:4][CH2:5][c:6]2[c:7]([O:20][S:21]([C:22]([F:23])([F:24])[F:25])(=[O:26])=[O:27])[cH:8][c:9]([O:12][S:13](=[O:14])(=[O:15])[C:16]([F:17])([F:18])[F:19])[cH:10][c:11]21>>[O:1]=[C:2]1[CH2:3][CH2:4][CH2:5][c:6]2[c:7]([OH:20])[cH:8][c:9]([O:12][S:13](=[O:14])(=[O:15])[C:16]([F:17])([F:18])[F:19])[cH:10][c:11]21. The reactants are C1=CC(=CC=C1O)C (p-cresol), C([O-])([O-])=O.[K+].[K+] (potassium carbonate), FC1=C(C=O)C=C(C=C1)[N+](=O)[O-] (2-Fluoro-5-nitrobenzaldehyde). As a reaction SMILES: F[C:2]1[CH:9]=[CH:8][C:7]([N+:10]([O-:12])=[O:11])=[CH:6][C:3]=1[CH:4]=[O:5].[CH:13]1[C:18]([OH:19])=[CH:17][CH:16]=[C:15]([CH3:20])[CH:14]=1.C(=O)([O-])[O-].[K+].[K+]>CN(C)C=O>[N+:10]([C:7]1[CH:8]=[CH:9][C:2]([O:19][C:18]2[CH:13]=[CH:14][C:15]([CH3:20])=[CH:16][CH:17]=2)=[C:3]([CH:6]=1)[CH:4]=[O:5])([O-:12])=[O:11] |f:2.3.4|. Procedure details: 2-Fluoro-5-nitrobenzaldehyde (0.13 g, 0.79 mmol) was dissolved in N,N-dimethylformamide (6.7 mL), and p-cresol (0.22 g, 2.0 mmol) and potassium carbonate (0.27 g, 2.0 mmol) were added thereto, followed by stirring at 25° C. for 1.5 hours. After a conventional treatment, the residue was purified by silica gel chromatography (eluted with chloroform), to obtain 5-nitro-2-(4methylphenoxy)benzaldehyde (0.20 g, 98%). The product is [N+](=O)([O-])C=1C=CC(=C(C=O)C1)OC1=CC=C(C=C1)C (5-nitro-2-(4methylphenoxy)benzaldehyde). The yield is 98.4%. Run in CN(C=O)C (N,N-dimethylformamide). Run at temperature 25 celsius, time 1.5 hour. The reactants are BrC1=CC(=NC2=C(C=C(C=C12)O)Cl)C1=CC(=C(C=C1)O)F (4-Bromo-8-chloro-2-(3-fluoro-4-hydroxyphenyl)quinolin-6-ol), C(CCC)[Sn](C=C)(CCCC)CCCC (tributyl(vinyl)tin). The product is ClC=1C=C(C=C2C(=CC(=NC12)C1=CC(=C(C=C1)O)F)C=C)O (8-Chloro-2-(3-fluoro-4-hydroxyphenyl)-4-vinylquinolin-6-ol). Isolated yield 84.0%. As a reaction SMILES: Br[C:2]1[C:11]2[C:6](=[C:7]([Cl:13])[CH:8]=[C:9]([OH:12])[CH:10]=2)[N:5]=[C:4]([C:14]2[CH:19]=[CH:18][C:17]([OH:20])=[C:16]([F:21])[CH:15]=2)[CH:3]=1.[CH2:22]([Sn](CCCC)(CCCC)C=C)[CH2:23]CC>>[Cl:13][C:7]1[CH:8]=[C:9]([OH:12])[CH:10]=[C:11]2[C:6]=1[N:5]=[C:4]([C:14]1[CH:19]=[CH:18][C:17]([OH:20])=[C:16]([F:21])[CH:15]=1)[CH:3]=[C:2]2[CH:22]=[CH2:23]. Reported procedure: This compound was prepared from 45a based on method J using 1.1 equiv. of tributyl(vinyl)tin at 90° C. Red solid; Yield: 84%; mp 225° C. (dec.); 1H-NMR (400 MHz, DMSO-d6) δ 5.74 (dd, J=11.1, 1.0 Hz, 1H), 6.30 (dd, J=17.3, 1.1 Hz, 1H), 7.10 (dd, J=8.8, 8.8 Hz, 1H), 7.35 (d, J=2.6 Hz, 1H), 7.38 (dd, J=17.3, 11.1 Hz, 1H), 7.53 (d, J=2.5 Hz, 1H), 8.04 (dd, J=8.4, 1.7 Hz, 1H), 8.16 (dd, J=13.1, 2.1 Hz, 1H), 8.16 (s, 1H), 10.27 (s, 1H), 10.35 (s, 1H); 19F-NMR (400 MHz, DMSO-d6) δ −136.51 (dd, J=13.2, ... Starting materials: CC(C)OC(C)C, CC(C)(C)OC(=O)CCc1cccc(-c2nc(=O)c3ccccc3s2)c1, O=C(O)C(F)(F)F. The product is O=C(O)CCc1cccc(-c2nc(=O)c3ccccc3s2)c1. Reaction SMILES: [CH:27]([O:28][CH:29]([CH3:30])[CH3:31])([CH3:32])[CH3:33].[O:1]=[c:2]1[n:3][c:4](-[c:12]2[cH:13][c:14]([CH2:18][CH2:19][C:20](=[O:21])[O:22][C:23]([CH3:24])([CH3:25])[CH3:26])[cH:15][cH:16][cH:17]2)[s:5][c:6]2[c:7]1[cH:8][cH:9][cH:10][cH:11]2.[OH:34][C:35]([C:36]([F:37])([F:38])[F:39])=[O:40]>>[O:1]=[c:2]1[n:3][c:4](-[c:12]2[cH:13][c:14]([CH2:18][CH2:19][C:20](=[O:21])[OH:22])[cH:15][cH:16][cH:17]2)[s:5][c:6]2[c:7]1[cH:8][cH:9][cH:10][cH:11]2. Starting materials: C(C1=CC=CC=C1)OC1=CC(=C(C=C1)CC(=O)OC(C)(C)C)C#N (tert-butyl [4-(benzyloxy)-2-cyanophenyl]acetate), C(=O)(C(F)(F)F)O (TFA). Solvent: C(Cl)Cl (DCM). Run at time 30 minute. Product: C(C1=CC=CC=C1)OC1=CC(=C(C=C1)CC(=O)O)C#N ([4-(benzyloxy)-2-cyanophenyl]acetic acid). RXN SMILES: [CH2:1]([O:8][C:9]1[CH:14]=[CH:13][C:12]([CH2:15][C:16]([O:18]C(C)(C)C)=[O:17])=[C:11]([C:23]#[N:24])[CH:10]=1)[C:2]1[CH:7]=[CH:6][CH:5]=[CH:4][CH:3]=1.C(O)(C(F)(F)F)=O>C(Cl)Cl>[CH2:1]([O:8][C:9]1[CH:14]=[CH:13][C:12]([CH2:15][C:16]([OH:18])=[O:17])=[C:11]([C:23]#[N:24])[CH:10]=1)[C:2]1[CH:3]=[CH:4][CH:5]=[CH:6][CH:7]=1. Procedure details: A solution of tert-butyl [4-(benzyloxy)-2-cyanophenyl]acetate (0.48 g, 1.48 mmol) in DCM (7 ml) was treated with TFA (3.43 ml, 44.5 mmol) and the mixture stirred at RT for 30 min. The volatiles were removed in vacuo to afford the title compound. LC/MS (m/z): 268 (M+H)+. Reactants: [OH-].[Na+] (Sodium hydroxide), [Si](C)(C)(C(C)(C)C)OC[C@@H]1[C@H]([C@@H](C=CO1)O)O (6-O-tert-butyldimethylsilyl-D-glucal), C(C1=CC=CC=C1)Br (benzyl bromide). Reagents/catalysts: [Br-].C(CCC)[N+](CCCC)(CCCC)CCCC (tetrabutylammonium bromide). Run in ClCCl (dichloromethane). Run at temperature 40 celsius. The product is C(C1=CC=CC=C1)O[C@@H]1C=CO[C@@H]([C@H]1OCC1=CC=CC=C1)CO[Si](C)(C)C(C)(C)C (3,4-di-O-benzyl-6-O-tert-butyldimethylsilyl-D-glucal). Isolated yield 60.0%. As a reaction SMILES: [Si:1]([O:8][CH2:9][C@H:10]1[O:15][CH:14]=[CH:13][C@@H:12]([OH:16])[C@@H:11]1[OH:17])([C:4]([CH3:7])([CH3:6])[CH3:5])([CH3:3])[CH3:2].[OH-].[Na+].[CH2:20](Br)[C:21]1[CH:26]=[CH:25][CH:24]=[CH:23][CH:22]=1>ClCCl.[Br-].C([N+](CCCC)(CCCC)CCCC)CCC>[CH2:20]([O:16][C@H:12]1[C@H:11]([O:17][CH2:20][C:21]2[CH:26]=[CH:25][CH:24]=[CH:23][CH:22]=2)[C@@H:10]([CH2:9][O:8][Si:1]([C:4]([CH3:7])([CH3:6])[CH3:5])([CH3:3])[CH3:2])[O:15][CH:14]=[CH:13]1)[C:21]1[CH:26]=[CH:25][CH:24]=[CH:23][CH:22]=1 |f:1.2,5.6|. Procedure details: 6-O-tert-butyldimethylsilyl-D-glucal (11.5 mmol) was dissolved in dichloromethane (30 mL). Sodium hydroxide (23 mmol) followed by tetrabutylammonium bromide (5 mg) and benzyl bromide (27 mmol) were added and the reaction mixture was stirred at 40° C. After reaction was completed the reaction mixture was cooled down, solids were filtered off, filtrate was diluted with dichloromethane (100 mL), washed with water until neutral and dried over anhydrous sodium sulfate. Drying agent and solvents were ... The reactants are [H-].[Na+] (Sodium hydride), [Cl-].C1(CCC1)C=1SC=C(N1)C[P+](C1=CC=CC=C1)(C1=CC=CC=C1)C1=CC=CC=C1 ([(2-cyclobutyl-4-thiazolyl)methyl] triphenylphosphonium chloride), [N+](=O)([O-])C=1C=C(C=O)C=CC1 (3-nitrobenzaldehyde). Solvent: C(Cl)Cl (methylene chloride), O1CCCC1 (tetrahydrofuran). Yields the product C1(CCC1)C=1SC=C(N1)\C=C\C1=CC(=CC=C1)[N+](=O)[O-] ((E)-2-cyclobutyl-4-[2-(3-nitrophenyl)ethenyl]thiazole). Yield: 70.4%. RXN SMILES: [Cl-].[CH:2]1([C:6]2[S:7][CH:8]=[C:9]([CH2:11][P+](C3C=CC=CC=3)(C3C=CC=CC=3)C3C=CC=CC=3)[N:10]=2)[CH2:5][CH2:4][CH2:3]1.[H-].[Na+].[N+:33]([C:36]1[CH:37]=[C:38]([CH:41]=[CH:42][CH:43]=1)[CH:39]=O)([O-:35])=[O:34]>O1CCCC1.C(Cl)Cl>[CH:2]1([C:6]2[S:7][CH:8]=[C:9](/[CH:11]=[CH:39]/[C:38]3[CH:41]=[CH:42][CH:43]=[C:36]([N+:33]([O-:35])=[O:34])[CH:37]=3)[N:10]=2)[CH2:3][CH2:4][CH2:5]1 |f:0.1,2.3|. Procedure details: A slurry of 1.8 g of [(2-cyclobutyl-4-thiazolyl)methyl] triphenylphosphonium chloride, in 80 ml of tetrahydrofuran was sealed under a positive argon atmosphere and the mixture cooled with an ice bath. Sodium hydride (0.2 g; 50% oil dispersion) was added and stirring and cooling continued for 30 min afterwhich 0.6 g of 3-nitrobenzaldehyde was added. The cooling bath was removed and the mixture was stirred at room temperature for 1 hr. The mixture was then filtered, condensed in vacuo and the resi...